From a dataset of the Open Reaction Database (ORD), a public repository of structured organic reaction records. describe an organic reaction: reactants, conditions, products, and yield Reactants: C(CC(=O)OCC)(=O)OCC (Diethyl malonate), [H-].[Na+] (sodium hydride), CS(=O)(=O)OCCC1=CC(=CC(=N1)N1C(=CC=C1C)C)C (6-(2-methanesulfonyloxyethyl)-4-methyl-2-(2,5-dimethylpyrrol-1-yl)pyridine). Reagents/catalysts: [I-].C(CCC)[N+](CCCC)(CCCC)CCCC (tetrabutylammonium iodide). Solvent: C(C)(=O)OCC (ethyl acetate), CN(C=O)C (N,N-dimethylformamide), CN(C=O)C (N,N-dimethylformamide). Run at time 15 hour. Yields the product CC1=CC(=NC(=C1)N1C(=CC=C1C)C)CCC(C(=O)OCC)C(=O)OCC (diethyl (2-(4-methyl-6-(2,5-dimethylpyrrol-1-yl)-2-pyridinyl)ethyl)malonate). Yield: 40.1%. RXN SMILES: [C:1]([O:9][CH2:10][CH3:11])(=[O:8])[CH2:2][C:3]([O:5][CH2:6][CH3:7])=[O:4].[H-].[Na+].CS(O[CH2:19][CH2:20][C:21]1[N:26]=[C:25]([N:27]2[C:31]([CH3:32])=[CH:30][CH:29]=[C:28]2[CH3:33])[CH:24]=[C:23]([CH3:34])[CH:22]=1)(=O)=O>CN(C)C=O.[I-].C([N+](CCCC)(CCCC)CCCC)CCC.C(OCC)(=O)C>[CH3:34][C:23]1[CH:24]=[C:25]([N:27]2[C:31]([CH3:32])=[CH:30][CH:29]=[C:28]2[CH3:33])[N:26]=[C:21]([CH2:20][CH2:19][CH:2]([C:3]([O:5][CH2:6][CH3:7])=[O:4])[C:1]([O:9][CH2:10][CH3:11])=[O:8])[CH:22]=1 |f:1.2,5.6|. Procedure: Diethyl malonate (229 mg, 1.43 nimol) was added dropwise via syringe over 5 min to a suspension of sodium hydride (52 mg of 60% oil dispension, 1.30 mmol) in 2.0 mL of N,N-dimethylformamide, and the mixture was stirred at room temperature until it became clear. A solution of 200 mg (0.65 mmol) of 6-(2-methanesulfonyloxyethyl)-4-methyl-2-(2,5-dimethylpyrrol-1-yl)pyridine (from Example 59, Step A) in 1.0 mL of N,N-dimethylformamide was added to the reaction followed by 72 mg (0.19 mmol) of tetrabu... The reactants are CC(=O)O[BH-](OC(C)=O)OC(C)=O, CC(=O)O, O=Cc1cccc(C2=C(C3CCCC3)CCC2=O)c1, [Cl-], [NH4+], [Na+], c1ccccc1. Product: O=C1CCC(C2CCCC2)=C1c1cccc(CO)c1. RXN SMILES: [C:24]([O:25][BH-:26]([O:27][C:28](=[O:29])[CH3:30])[O:31][C:32](=[O:33])[CH3:34])(=[O:35])[CH3:36].[CH3:20][C:21](=[O:22])[OH:23].[CH:1]1([C:6]2=[C:7]([c:12]3[cH:13][c:14]([CH:18]=[O:19])[cH:15][cH:16][cH:17]3)[C:8](=[O:11])[CH2:9][CH2:10]2)[CH2:2][CH2:3][CH2:4][CH2:5]1.[Cl-:38].[NH4+:39].[Na+:37].[cH:40]1[cH:41][cH:42][cH:43][cH:44][cH:45]1>>[CH:1]1([C:6]2=[C:7]([c:12]3[cH:13][c:14]([CH2:18][OH:19])[cH:15][cH:16][cH:17]3)[C:8](=[O:11])[CH2:9][CH2:10]2)[CH2:2][CH2:3][CH2:4][CH2:5]1.